describe an organic reaction: reactants, conditions, products, and yield From a dataset of the Open Reaction Database (ORD), a public repository of structured organic reaction records. RXN SMILES: [C:25]([O:26][BH-:27]([O:28][C:29](=[O:30])[CH3:31])[O:32][C:33](=[O:34])[CH3:35])(=[O:36])[CH3:37].[CH3:1][N:2]([C:3]1([c:10]2[cH:11][cH:12][cH:13][cH:14][cH:15]2)[CH2:4][CH2:5][C:6](=[O:9])[CH2:7][CH2:8]1)[CH3:16].[CH3:46][C:47](=[O:48])[OH:49].[NH2:17][CH2:18][c:19]1[cH:20][cH:21][cH:22][cH:23][cH:24]1.[Na+:38].[Na+:40].[O:41]1[CH2:42][CH2:43][CH2:44][CH2:45]1.[OH-:39]>>[CH3:1][N:2]([C:3]1([c:10]2[cH:11][cH:12][cH:13][cH:14][cH:15]2)[CH2:4][CH2:5][CH:6]([NH:17][CH2:18][c:19]2[cH:20][cH:21][cH:22][cH:23][cH:24]2)[CH2:7][CH2:8]1)[CH3:16]. The reactants are CC(=O)O[BH-](OC(C)=O)OC(C)=O, CN(C)C1(c2ccccc2)CCC(=O)CC1, CC(=O)O, NCc1ccccc1, [Na+], [Na+], C1CCOC1, [OH-]. The product is CN(C)C1(c2ccccc2)CCC(NCc2ccccc2)CC1.